From a dataset of the Open Reaction Database (ORD), a public repository of structured organic reaction records. describe an organic reaction: reactants, conditions, products, and yield The reactants are IC1=CC(=C(N)C(=C1)[N+](=O)[O-])C (4-iodo-2-methyl-6-nitroaniline), C(C)N1CC2(CC1)CNCC2 (2-ethyl-2,7-diaza-spiro[4.4]nonane), C(CO)O (ethylene glycol), [O-]P(=O)([O-])[O-].[K+].[K+].[K+] (K3PO4). The reagents and catalysts are [Cu]I (CuI). Run in C(C)(C)O (isopropanol). Run at temperature 90 celsius. The product is C(C)N1CC2(CCN(C2)C2=CC(=C(C(=C2)[N+](=O)[O-])N)C)CC1 (4-(7-Ethyl-2,7-diaza-spiro[4.4]non-2-yl)-2-methyl-6-nitro-phenylamine). The yield is 59.8%. As a reaction SMILES: I[C:2]1[CH:8]=[C:7]([N+:9]([O-:11])=[O:10])[C:5]([NH2:6])=[C:4]([CH3:12])[CH:3]=1.[CH2:13]([N:15]1[CH2:19][CH2:18][C:17]2([CH2:23][CH2:22][NH:21][CH2:20]2)[CH2:16]1)[CH3:14].C(O)CO.[O-]P([O-])([O-])=O.[K+].[K+].[K+]>C(O)(C)C.[Cu]I>[CH2:13]([N:15]1[CH2:19][CH2:18][C:17]2([CH2:20][N:21]([C:2]3[CH:8]=[C:7]([N+:9]([O-:11])=[O:10])[C:5]([NH2:6])=[C:4]([CH3:12])[CH:3]=3)[CH2:22][CH2:23]2)[CH2:16]1)[CH3:14] |f:3.4.5.6|. Procedure details: A suspension of 4-iodo-2-methyl-6-nitroaniline (1.39 g, 5 mmol), 2-ethyl-2,7-diaza-spiro[4.4]nonane (770 mg, 5 mmol), CuI (190.5 mg, 1.0 mmol), ethylene glycol (931 mg, 15 mmol) and K3PO4 (3.2 g, 15 mmol) in isopropanol (40 mL) was sealed and heated at 90° C. for 19 h. After cooled down to room temperature, the reaction mixture was concentrated. The residue was purified by chromatography (16:1 CH2Cl2/MeOH) to afford the title compound (910 mg, 60%). 1H NMR (CDCl3) δ 1.29 (t, J=8 Hz, 3H), 1.96-2.... The reactants are [Al+3], CCCCCC1(C(=O)OC)CCCCC1, [Cl-], [H-], [H-], [H-], [H-], [Li+], [NH4+], [Na+], [OH-], O. The product is CCCCCC1(CO)CCCCC1. RXN SMILES: [Al+3:2].[CH2:7]([CH2:8][CH2:9][CH2:10][CH3:11])[C:12]1([C:18](=[O:19])[O:20][CH3:21])[CH2:13][CH2:14][CH2:15][CH2:16][CH2:17]1.[Cl-:24].[H-:1].[H-:4].[H-:5].[H-:6].[Li+:3].[NH4+:25].[Na+:23].[OH-:22].[OH2:26]>>[CH2:7]([CH2:8][CH2:9][CH2:10][CH3:11])[C:12]1([CH2:18][OH:19])[CH2:13][CH2:14][CH2:15][CH2:16][CH2:17]1. Starting materials: COC(=O)Cn1c(C)c(Cc2ncn(C)c2S(=O)(=O)c2ccccc2)c2cc(F)ccc21, CO, [Na+], C1CCOC1, [OH-]. The product is Cc1c(Cc2ncn(C)c2S(=O)(=O)c2ccccc2)c2cc(F)ccc2n1CC(=O)O. RXN SMILES: [CH3:1][O:2][C:3]([CH2:4][n:5]1[c:6]([CH3:31])[c:7]([CH2:15][c:16]2[n:17][cH:18][n:19]([CH3:30])[c:20]2[S:21](=[O:22])(=[O:23])[c:24]2[cH:25][cH:26][cH:27][cH:28][cH:29]2)[c:8]2[cH:9][c:10]([F:14])[cH:11][cH:12][c:13]12)=[O:32].[CH3:33][OH:34].[Na+:36].[O:37]1[CH2:38][CH2:39][CH2:40][CH2:41]1.[OH-:35]>>[O:2]=[C:3]([CH2:4][n:5]1[c:6]([CH3:31])[c:7]([CH2:15][c:16]2[n:17][cH:18][n:19]([CH3:30])[c:20]2[S:21](=[O:22])(=[O:23])[c:24]2[cH:25][cH:26][cH:27][cH:28][cH:29]2)[c:8]2[cH:9][c:10]([F:14])[cH:11][cH:12][c:13]12)[OH:32]. Starting materials: ClC1=C(C=C(C=C1)NC(=S)N)OC (1-(4-chloro-3-methoxyphenyl)-thiourea), BrCC(C(=O)O)=O (bromopyruvic acid). Solvent: C(C)O (ethanol). Reaction conditions: temperature 60 celsius. The product is ClC1=C(C=C(C=C1)NC=1SC=C(N1)C(=O)O)OC (2-(4-Chloro-3-methoxy-phenylamino)-thiazole-4-carboxylic acid). As a reaction SMILES: [Cl:1][C:2]1[CH:7]=[CH:6][C:5]([NH:8][C:9]([NH2:11])=[S:10])=[CH:4][C:3]=1[O:12][CH3:13].Br[CH2:15][C:16](=O)[C:17]([OH:19])=[O:18]>C(O)C>[Cl:1][C:2]1[CH:7]=[CH:6][C:5]([NH:8][C:9]2[S:10][CH:15]=[C:16]([C:17]([OH:19])=[O:18])[N:11]=2)=[CH:4][C:3]=1[O:12][CH3:13]. Procedure: A mixture of 7.8 g (36 mmol) 1-(4-chloro-3-methoxyphenyl)-thiourea, and 6.2 g (36 mmol) bromopyruvic acid in 80 ml ethanol was heated to 60° C. for 1 h. The precipitate was filtered off and washed with small portions of cold ethanol to yield after drying 10.0 g (98%) of the title compound as crystalline solid.